Dataset: the Open Reaction Database (ORD), a public repository of structured organic reaction records. Task: describe an organic reaction: reactants, conditions, products, and yield Starting materials: ClC=1C=C(C=CC1Cl)C(CCCC#N)=O (3', 4'-dichloro-4-cyanobutyrophenone), Cl.Cl.NOCCN (2-aminooxyethylamine dihydrochloride), N1=CC=CC=C1 (pyridine). Run in C(C)O (ethanol). Yields the product Cl.NCCON=C(CCCC#N)C1=CC(=C(C=C1)Cl)Cl (3', 4'-dichloro-4-cyanobutyrophenone O-(2-aminoethyl) oxime hydrochloride). RXN SMILES: [Cl:1][C:2]1[CH:3]=[C:4]([C:9](=O)[CH2:10][CH2:11][CH2:12][C:13]#[N:14])[CH:5]=[CH:6][C:7]=1[Cl:8].Cl.Cl.[NH2:18][O:19][CH2:20][CH2:21][NH2:22].N1C=CC=CC=1>C(O)C>[ClH:1].[NH2:22][CH2:21][CH2:20][O:19][N:18]=[C:9]([C:4]1[CH:5]=[CH:6][C:7]([Cl:8])=[C:2]([Cl:1])[CH:3]=1)[CH2:10][CH2:11][CH2:12][C:13]#[N:14] |f:1.2.3,6.7|. Procedure: A mixture of 6.9 mmol (1.67 g) of 3', 4'-dichloro-4-cyanobutyrophenone (melting point 53°-54° C), 6.9 mmol (1.03 g) of 2-aminooxyethylamine dihydrochloride, 6.9 mmol (0.56ml) of pyridine and 5 ml of absolute ethanol was refluxed for 3.5 hours. Reactants: CCO, [Na+], [OH-], CCOC(=O)c1nc2ccccn2c1CCc1ccccc1. Yields the product O=C(O)c1nc2ccccn2c1CCc1ccccc1. Reaction SMILES: [CH3:25][CH2:26][OH:27].[Na+:24].[OH-:23].[c:1]1([CH2:7][CH2:8][c:9]2[c:10]([C:18](=[O:19])[O:20][CH2:21][CH3:22])[n:11][c:12]3[n:13]2[cH:14][cH:15][cH:16][cH:17]3)[cH:2][cH:3][cH:4][cH:5][cH:6]1>>[c:1]1([CH2:7][CH2:8][c:9]2[c:10]([C:18](=[O:19])[OH:20])[n:11][c:12]3[n:13]2[cH:14][cH:15][cH:16][cH:17]3)[cH:2][cH:3][cH:4][cH:5][cH:6]1. Starting materials: [Cl-].[NH4+] (ammonium chloride), CSC1=CC=C(C=C1)[Mg]Br (4-methylsulfanyl-phenylmagnesium bromide), C(C1=CC=CC=C1)OC1=C(C=O)C=CC=C1 (2-benzyloxybenzaldehyde). The solvent is C1CCOC1 (THF), C1CCOC1 (THF). Run at time 2 hour. Yields the product C(C1=CC=CC=C1)OC1=C(C=CC=C1)C(O)C1=CC=C(C=C1)SC ((2-Benzyloxyphenyl)-(4-methylsulfanyl-phenyl)methanol). The yield is 95.0%. RXN SMILES: [CH3:1][S:2][C:3]1[CH:8]=[CH:7][C:6]([Mg]Br)=[CH:5][CH:4]=1.[CH2:11]([O:18][C:19]1[CH:26]=[CH:25][CH:24]=[CH:23][C:20]=1[CH:21]=[O:22])[C:12]1[CH:17]=[CH:16][CH:15]=[CH:14][CH:13]=1.[Cl-].[NH4+]>C1COCC1>[CH2:11]([O:18][C:19]1[CH:26]=[CH:25][CH:24]=[CH:23][C:20]=1[CH:21]([C:6]1[CH:7]=[CH:8][C:3]([S:2][CH3:1])=[CH:4][CH:5]=1)[OH:22])[C:12]1[CH:13]=[CH:14][CH:15]=[CH:16][CH:17]=1 |f:2.3|. Procedure: In a nitrogen stream, a solution of 4-methylsulfanyl-phenylmagnesium bromide in THF (0.5 M, 35 mL) was added dropwise to a solution of 2-benzyloxybenzaldehyde (2.60 g, 12.2 mmol) in THF (24 mL) at 0° C. and the mixture was stirred at room temperature for two hours, and then a saturated ammonium chloride aqueous solution was added thereto under cooling with ice and the mixture was extracted with ethyl acetate. The organic layer was washed with a saturated sodium chloride aqueous solution and drie... Run at time 2 hour. Reactants: ice water, OC=1C(=CC2=C(OCO2)C1)C(=O)OC (methyl 6-hydroxy-1,3-benzodioxole-5-carboxylate), [H-].[Na+] (sodium hydride), IC (iodomethane). As a reaction SMILES: [OH:1][C:2]1[C:3]([C:11]([O:13][CH3:14])=[O:12])=[CH:4][C:5]2[O:9][CH2:8][O:7][C:6]=2[CH:10]=1.[H-].[Na+].I[CH3:18]>CN(C=O)C>[CH3:18][O:1][C:2]1[C:3]([C:11]([O:13][CH3:14])=[O:12])=[CH:4][C:5]2[O:9][CH2:8][O:7][C:6]=2[CH:10]=1 |f:1.2|. Solvent: CN(C)C=O (DMF). Procedure: A mixture of methyl 6-hydroxy-1,3-benzodioxole-5-carboxylate (2.7 g, 14 mmol), sodium hydride (456 mg, 19 mmol, 760 mg of a 60% dispersion in mineral oil), iodomethane (1.9 g, 13 mmol) and DMF (approximately 35 mL) was stirred 2 hours. The mixture was poured into ice-water and the mixture was extracted with diethyl ether (2×). The combined extracts were washed with water (3×) and brine (1×) and concentrated to give methyl 6-methoxy-1,3-benzodioxole-5-carboxylate (3 g, 14 mmol), m.p. 74°-75° C. The yield is 107.7%. Product: COC=1C(=CC2=C(OCO2)C1)C(=O)OC (methyl 6-methoxy-1,3-benzodioxole-5-carboxylate). The reactants are COC1=CC=C(C=C1)CSC=1NC(=C(C(N1)C1=CC(=CC=C1)[N+](=O)[O-])C(=O)OC)C (1,4-dihydro-2-[[(4-methoxyphenyl)methyl]thio]-6-methyl-4-(3-nitrophenyl)-5-pyrimidinecarboxylic acid, methyl ester), C(C)N=C=O (ethyl isocyanate), C([O-])([O-])=O.[K+].[K+] (potassium carbonate), ClCCl.CO (dichloromethane methanol). Solvent: CC(=O)C (acetone). Product: C(C)NC(=O)N1C(=NC(=C(C1C1=CC(=CC=C1)[N+](=O)[O-])C(=O)OC)C)SCC1=CC=C(C=C1)OC (1-[(Ethylamino)carbonyl]-1,6-dihydro-2-[[(4-methoxyphenyl)methyl]thio]-4-methyl-6-(3-nitrophenyl)-5-pyrimidinecarboxylic acid, methyl ester). Isolated yield 91.7%. As a reaction SMILES: [CH3:1][O:2][C:3]1[CH:8]=[CH:7][C:6]([CH2:9][S:10][C:11]2[NH:12][C:13]([CH3:30])=[C:14]([C:26]([O:28][CH3:29])=[O:27])[CH:15]([C:17]3[CH:22]=[CH:21][CH:20]=[C:19]([N+:23]([O-:25])=[O:24])[CH:18]=3)[N:16]=2)=[CH:5][CH:4]=1.[CH2:31]([N:33]=[C:34]=[O:35])[CH3:32].C(=O)([O-])[O-].[K+].[K+].ClCCl.CO>CC(C)=O>[CH2:31]([NH:33][C:34]([N:16]1[CH:15]([C:17]2[CH:22]=[CH:21][CH:20]=[C:19]([N+:23]([O-:25])=[O:24])[CH:18]=2)[C:14]([C:26]([O:28][CH3:29])=[O:27])=[C:13]([CH3:30])[N:12]=[C:11]1[S:10][CH2:9][C:6]1[CH:7]=[CH:8][C:3]([O:2][CH3:1])=[CH:4][CH:5]=1)=[O:35])[CH3:32] |f:2.3.4,5.6|. Procedure: A solution of 1,4-dihydro-2-[[(4-methoxyphenyl)methyl]thio]-6-methyl-4-(3-nitrophenyl)-5-pyrimidinecarboxylic acid, methyl ester (1.5 g, 3.5 mmole) in acetone under argon at room temperature was treated with ethyl isocyanate (0.5 ml, 0.45 g, 6.3 mmole) and powdered potassium carbonate (50 mg, 0.36 mmole). Examination of the reaction mixture using thin layer chromatography (tlc) (dichloromethane/methanol, 95:5) showed a new spot at higher Rf which did not increase after 1 to 2 hours. Volatiles we... The reactants are COC=1C=CC2=C(NC(CO2)=O)C1 (6-Methoxy-2H-1,4-benzoxazin-3(4H)-one), COC1=CC(=C(C=C1)SCC(=O)OCC)[N+](=O)[O-] (ethyl [(4-methoxy-2-nitrophenyl)thio]acetate), COC1=CC(=C(C=C1)SCC(=O)OCC)[N+](=O)[O-] (ethyl [(4-methoxy-2-nitrophenyl)thio]acetate). Product: hexanes ethyl acetate, COC=1C=CC2=C(NC(CS2)=O)C1 (6-Methoxy-2H-1,4-benzothiazin-3(4H)-one). As a reaction SMILES: [CH3:1][O:2][C:3]1[CH:8]=[CH:7][C:6]([S:9][CH2:10][C:11](OCC)=[O:12])=[C:5]([N+:16]([O-])=O)[CH:4]=1.COC1C=CC2OCC(=O)NC=2C=1>>[CH3:1][O:2][C:3]1[CH:8]=[CH:7][C:6]2[S:9][CH2:10][C:11](=[O:12])[NH:16][C:5]=2[CH:4]=1. Procedure: Prepared from ethyl [(4-methoxy-2-nitrophenyl)thio]acetate (Intermediate 53, 3 g, 11 mmol) according to procedure described for preparation of Intermediate 48. Silica gel chromatography with hexanes/ethyl acetate (3:2) afforded desired product, 2 g (93%). Starting materials: COC(C1=C(C=CC(=C1)N)OC1=CC=CC=C1)=O (5-Amino-2-phenoxy-benzoic acid methyl ester), ClC=1C=C(C(=O)Cl)C=CC1 (3-Chloro-benzoylchloride). Solvent: C(C)(=O)OCC (ethyl acetate), C([O-])(O)=O.[Na+] (sodium bicarbonate). Run at time 18 hour. Yields the product COC(C1=C(C=CC(=C1)NC(C1=CC(=CC=C1)Cl)=O)OC1=CC=CC=C1)=O (5-(3-chloro-benzoylamino)-2-phenoxy-benzoic acid methyl ester). As a reaction SMILES: [CH3:1][O:2][C:3](=[O:18])[C:4]1[CH:9]=[C:8]([NH2:10])[CH:7]=[CH:6][C:5]=1[O:11][C:12]1[CH:17]=[CH:16][CH:15]=[CH:14][CH:13]=1.[Cl:19][C:20]1[CH:21]=[C:22]([CH:26]=[CH:27][CH:28]=1)[C:23](Cl)=[O:24]>C(OCC)(=O)C.C(=O)(O)[O-].[Na+]>[CH3:1][O:2][C:3](=[O:18])[C:4]1[CH:9]=[C:8]([NH:10][C:23](=[O:24])[C:22]2[CH:26]=[CH:27][CH:28]=[C:20]([Cl:19])[CH:21]=2)[CH:7]=[CH:6][C:5]=1[O:11][C:12]1[CH:13]=[CH:14][CH:15]=[CH:16][CH:17]=1 |f:3.4|. Reported procedure: 5-Amino-2-phenoxy-benzoic acid methyl ester (972 mg, 4.00 mmol) (prepared according to WO 01/046171) was dissolved in a biphasic mixture of ethyl acetate (10 ml) and aqueous sodium bicarbonate (1N) (10 ml). 3-Chloro-benzoylchloride (770 μl, 6 mmol) was added under vigorous stirring. The mixture was stirred for 18 hours at ambient temperature. The phases were separated, the organic phase was dried over sodium sulfate and concentrated. The residue was used without further purification. The reactants are CC(C)(C)OC(=O)N1CC2CNCC2C1, CS(C)=O, CCN(C(C)C)C(C)C, Cc1cccc(C(=O)Nc2cncc(Cl)n2)c1. The product is Cc1cccc(C(=O)Nc2cncc(N3CC4CN(C(=O)OC(C)(C)C)CC4C3)n2)c1. RXN SMILES: [CH2:18]1[N:19]([C:26](=[O:27])[O:28][C:29]([CH3:30])([CH3:31])[CH3:32])[CH2:20][CH:21]2[CH:22]1[CH2:23][NH:24][CH2:25]2.[CH3:42][S:43]([CH3:44])=[O:45].[CH:33]([N:34]([CH2:35][CH3:36])[CH:37]([CH3:38])[CH3:39])([CH3:40])[CH3:41].[Cl:1][c:2]1[cH:3][n:4][cH:5][c:6]([NH:8][C:9]([c:10]2[cH:11][c:12]([CH3:16])[cH:13][cH:14][cH:15]2)=[O:17])[n:7]1>>[c:2]1([N:24]2[CH2:23][CH:22]3[CH2:18][N:19]([C:26](=[O:27])[O:28][C:29]([CH3:30])([CH3:31])[CH3:32])[CH2:20][CH:21]3[CH2:25]2)[cH:3][n:4][cH:5][c:6]([NH:8][C:9]([c:10]2[cH:11][c:12]([CH3:16])[cH:13][cH:14][cH:15]2)=[O:17])[n:7]1.